From a dataset of the Open Reaction Database (ORD), a public repository of structured organic reaction records. describe an organic reaction: reactants, conditions, products, and yield Starting materials: C(C1=CC=CC=C1)OC1=C(C(NC12CCN(CC2)OC)=O)C2=C(C=C(C=C2C)C)C (4-benzyloxy-8-methoxy-3-(2,4,6-trimethyl-phenyl)-1,8-diaza-spiro[4.5]dec-3-en-2-one), BrCC1CC1 (bromomethyl-cyclopropane), CC(C)([O-])C.[K+] (potassium tert-butoxide). Run in O1CCOCC1 (dioxane). Conditions: temperature 100 celsius, time 5 day. Yields the product C(C1=CC=CC=C1)OC1=C(C(N(C12CCN(CC2)OC)CC2CC2)=O)C2=C(C=C(C=C2C)C)C (4-benzyloxy-1-cyclopropylmethyl-8-methoxy-3-(2,4,6-trimethyl-phenyl)-1,8-diaza-spiro[4.5]dec-3-en-2-one). The yield is 30.9%. RXN SMILES: [CH2:1]([O:8][C:9]1[C:13]2([CH2:18][CH2:17][N:16]([O:19][CH3:20])[CH2:15][CH2:14]2)[NH:12][C:11](=[O:21])[C:10]=1[C:22]1[C:27]([CH3:28])=[CH:26][C:25]([CH3:29])=[CH:24][C:23]=1[CH3:30])[C:2]1[CH:7]=[CH:6][CH:5]=[CH:4][CH:3]=1.Br[CH2:32][CH:33]1[CH2:35][CH2:34]1.CC(C)([O-])C.[K+]>O1CCOCC1>[CH2:1]([O:8][C:9]1[C:13]2([CH2:14][CH2:15][N:16]([O:19][CH3:20])[CH2:17][CH2:18]2)[N:12]([CH2:32][CH:33]2[CH2:35][CH2:34]2)[C:11](=[O:21])[C:10]=1[C:22]1[C:23]([CH3:30])=[CH:24][C:25]([CH3:29])=[CH:26][C:27]=1[CH3:28])[C:2]1[CH:7]=[CH:6][CH:5]=[CH:4][CH:3]=1 |f:2.3|. Procedure: To a solution of 4-benzyloxy-8-methoxy-3-(2,4,6-trimethyl-phenyl)-1,8-diaza-spiro[4.5]dec-3-en-2-one (compound P3.4) (1.0 g, 2.46 mmol) in dioxane (40 ml) was added bromomethyl-cyclopropane (1.257 ml, 1.78 g, 13.16 mmol) and potassium tert-butoxide (1.50 g, 13.37 mmol). The reaction mixture was stirred at 100° C. for 5 days, then poured on water and extracted with ethyl acetate. The combined organic phases were washed with brine, dried over sodium sulfate and concentrated. The residue was suspen... Starting materials: ClCCl, CCN(C(C)C)C(C)C, Nc1ccc(C(=O)O)c(Cl)c1, ClCc1ccc(Cl)cc1Cl, O. Product: O=C(O)c1ccc(NC(=O)c2ccc(Cl)cc2Cl)cc1Cl. As a reaction SMILES: [CH2:32]([Cl:33])[Cl:34].[CH:12]([N:13]([CH2:14][CH3:15])[CH:16]([CH3:17])[CH3:18])([CH3:19])[CH3:20].[Cl:1][c:2]1[c:3]([C:4](=[O:5])[OH:6])[cH:7][cH:8][c:9]([NH2:11])[cH:10]1.[Cl:21][c:22]1[c:23]([CH2:24][Cl:25])[cH:26][cH:27][c:28]([Cl:30])[cH:29]1.[OH2:31]>>[Cl:1][c:2]1[c:3]([C:4](=[O:5])[OH:6])[cH:7][cH:8][c:9]([NH:11][C:24]([c:23]2[c:22]([Cl:21])[cH:29][c:28]([Cl:30])[cH:27][cH:26]2)=[O:31])[cH:10]1. Starting materials: C(C)(=O)OC(C)=O (acetic anhydride), C([O-])([O-])=O.[Na+].[Na+] (sodium carbonate), Cl.Cl.NC=1C=C(C=CC1)NC(=N)N1CCCC1 (N-(3-aminophenyl)-1-pyrrolidinecarboximidamide dihydrochloride). Run in O1CCCC1 (tetrahydrofuran), O (water), O (water). Conditions: temperature 0 celsius, time 8 hour. Product: Cl.CC(=O)NC=1C=C(C=CC1)NC(=N)N1CCCC1 (N-(3-((methylcarbonyl)amino)phenyl)-1-pyrrolidinecarboximidamide monohydrochloride). As a reaction SMILES: [ClH:1].Cl.[NH2:3][C:4]1[CH:5]=[C:6]([NH:10][C:11]([N:13]2[CH2:17][CH2:16][CH2:15][CH2:14]2)=[NH:12])[CH:7]=[CH:8][CH:9]=1.C(=O)([O-])[O-].[Na+].[Na+].[C:24](OC(=O)C)(=[O:26])[CH3:25]>O.O1CCCC1>[ClH:1].[CH3:25][C:24]([NH:3][C:4]1[CH:5]=[C:6]([NH:10][C:11]([N:13]2[CH2:17][CH2:16][CH2:15][CH2:14]2)=[NH:12])[CH:7]=[CH:8][CH:9]=1)=[O:26] |f:0.1.2,3.4.5,9.10|. Reported procedure: A solution of the product of step (b), 1.38 g, 0.0050 moles, was dissolved in 20 ml of water. The solution was gradually treated with sodium carbonate, 0.84 g, 0.0100 moles, and cooled to 0° C. Next a solution of 0.5 ml of acetic anhydride in 10 ml of tetrahydrofuran was added. This was stirred overnight under nitrogen. The mixture was diluted with enough water to bring the volume to 100 ml. and washed with 20 ml of chloroform. The aqueous layer was made basic with 50% sodium hydroxide and extra... Reactants: CC(C)(C)[Si](C)(C)OCCBr, O=C([O-])[O-], CC1(C)OB(c2cn[nH]c2)OC1(C)C, CC#N, CCOC(C)=O, [Cs+], [Cs+]. Product: CC1(C)OB(c2cnn(CCO[Si](C)(C)C(C)(C)C)c2)OC1(C)C. Reaction SMILES: [Br:15][CH2:16][CH2:17][O:18][Si:19]([CH3:20])([CH3:21])[C:22]([CH3:23])([CH3:24])[CH3:25].[C:26](=[O:27])([O-:28])[O-:29].[CH3:1][C:2]1([CH3:14])[O:3][B:4]([c:9]2[cH:10][n:11][nH:12][cH:13]2)[O:5][C:6]1([CH3:7])[CH3:8].[CH3:32][C:33]#[N:34].[CH3:35][CH2:36][O:37][C:38](=[O:39])[CH3:40].[Cs+:30].[Cs+:31]>>[CH3:1][C:2]1([CH3:14])[O:3][B:4]([c:9]2[cH:10][n:11][n:12]([CH2:16][CH2:17][O:18][Si:19]([CH3:20])([CH3:21])[C:22]([CH3:23])([CH3:24])[CH3:25])[cH:13]2)[O:5][C:6]1([CH3:7])[CH3:8]. Starting materials: S(O)(O)(=O)=O (sulfuric acid), C(C)(C)(C)O[K] (tert-butoxy potassium), BrC=1C=C(C(=O)C2=CC=CC=C2)C=CC1 (3-bromobenzophenone), C(C)OP(=O)(OCC)CC=1C2=CC=CC=C2C(=C2C=CC=CC12)CP(=O)(OCC)OCC (9,10-bis(diethylphosphonomethyl)anthracene). Run in O (water), O1CCCC1 (tetrahydrofuran), O1CCCC1 (tetrahydrofuran). Run at time 3.5 hour. The product is BrC=1C=C(C=CC1)C(=CC=1C2=CC=CC=C2C(=C2C=CC=CC12)C=C(C1=CC(=CC=C1)Br)C1=CC=CC=C1)C1=CC=CC=C1 (9,10-bis[2-(3-bromophenyl)-2-phenylethenyl]anthracene). As a reaction SMILES: [Br:1][C:2]1[CH:3]=[C:4]([CH:13]=[CH:14][CH:15]=1)[C:5]([C:7]1[CH:12]=[CH:11][CH:10]=[CH:9][CH:8]=1)=O.C(OP([CH2:24][C:25]1[C:26]2[C:31]([C:32]([CH2:39]P(OCC)(OCC)=O)=[C:33]3[C:38]=1[CH:37]=[CH:36][CH:35]=[CH:34]3)=[CH:30][CH:29]=[CH:28][CH:27]=2)(OCC)=O)C.[C:48](O[K])([CH3:51])([CH3:50])C.S(=O)(=O)(O)O>O1CCCC1.O>[Br:1][C:2]1[CH:3]=[C:4]([C:5]([C:7]2[CH:12]=[CH:11][CH:10]=[CH:9][CH:8]=2)=[CH:24][C:25]2[C:26]3[C:27]([C:28]([CH:29]=[C:30]([C:31]4[CH:10]=[CH:9][CH:8]=[CH:39][CH:32]=4)[C:50]4[CH:48]=[CH:51][CH:3]=[C:2]([Br:1])[CH:15]=4)=[C:37]4[C:38]=2[CH:33]=[CH:34][CH:35]=[CH:36]4)=[CH:13][CH:4]=[CH:5][CH:7]=3)[CH:13]=[CH:14][CH:15]=1. Procedure: Under an inert atmosphere, 3-bromobenzophenone (3.917 g, 15 mmol), and 9,10-bis(diethylphosphonomethyl)anthracene (2.942 g, 6.17 mmol) are dissolved in tetrahydrofuran (40 g). At room temperature, tetrahydrofuran (16.38 g) solution of tert-butoxy potassium (2.070 g, 18.45 mmol) is added dropwise for 5 minutes, and successively stirred for 3.5 hours. The reaction mixture is charged into water (200 ml) and neutralized with 5% sulfuric acid. After neutralization, a hydrophobic solvent is added and ... The reactants are Cl (hydrochloric acid), ONC1=CC=CC=2C(C3=CC=CC=C3C(C12)=O)=O (1-Hydroxylaminoanthraquinone), CO (methyl alcohol). Reagents/catalysts: [Zn] (zinc). Run in O (water). Conditions: temperature 70 celsius. The product is 42.5, NC1=CC=CC=2C(C3=CC=CC=C3C(C12)=O)=O (1-aminoanthraquinone). Reaction SMILES: O[NH:2][C:3]1[C:16]2[C:15](=[O:17])[C:14]3[C:9](=[CH:10][CH:11]=[CH:12][CH:13]=3)[C:8](=[O:18])[C:7]=2[CH:6]=[CH:5][CH:4]=1.CO.Cl>[Zn].O>[NH2:2][C:3]1[C:16]2[C:15](=[O:17])[C:14]3[C:9](=[CH:10][CH:11]=[CH:12][CH:13]=3)[C:8](=[O:18])[C:7]=2[CH:6]=[CH:5][CH:4]=1. Reported procedure: 1-Hydroxylaminoanthraquinone 50 parts was stirred into a mixture of methyl alcohol 700 parts, water 100 parts and a 35% aqueous hydrochloric acid 60 parts. The reaction mixture was heated to 70°C and then added with zinc dust 16 parts little by little over 1 hour. After the reaction at 70°C for 3 hours, the reaction mixture was cooled to 25°C, filtered, washed with water and dried to obtain 42.5 parts of crystalline 1-aminoanthraquinone of a purity of 93%.